The task is: describe an organic reaction: reactants, conditions, products, and yield. This data is from the Open Reaction Database (ORD), a public repository of structured organic reaction records. Starting materials: FC=1C=C(C=CC1)[C@@H](C)NC(C1=CC(=CC=C1)[N+](=O)[O-])C1=CC=C(C=C1)OC (N-[(R)-1-(3-fluorophenyl)ethyl]-N-[(4-methoxyphenyl)-(3-nitrophenyl)methyl]amine), [BH4-].[Na+] (sodium borohydride). Reagents/catalysts: O.O.O.O.O.O.[Ni](Cl)Cl (nickel chloride hexahydrate). Solvent: CO (methanol). The product is FC=1C=C(C=CC1)[C@@H](C)NC(C=1C=C(C=CC1)N)C1=CC=C(C=C1)OC (3-{[(R)-1-(3-Fluorophenyl)ethylamino]-(4-methoxyphenyl)methyl}phenylamine). As a reaction SMILES: [F:1][C:2]1[CH:3]=[C:4]([C@H:8]([NH:10][CH:11]([C:21]2[CH:26]=[CH:25][C:24]([O:27][CH3:28])=[CH:23][CH:22]=2)[C:12]2[CH:17]=[CH:16][CH:15]=[C:14]([N+:18]([O-])=O)[CH:13]=2)[CH3:9])[CH:5]=[CH:6][CH:7]=1.[BH4-].[Na+]>O.O.O.O.O.O.[Ni](Cl)Cl.CO>[F:1][C:2]1[CH:3]=[C:4]([C@H:8]([NH:10][CH:11]([C:21]2[CH:22]=[CH:23][C:24]([O:27][CH3:28])=[CH:25][CH:26]=2)[C:12]2[CH:13]=[C:14]([NH2:18])[CH:15]=[CH:16][CH:17]=2)[CH3:9])[CH:5]=[CH:6][CH:7]=1 |f:1.2,3.4.5.6.7.8.9|. Procedure details: Following a similar procedure to that described in Example (59b), 15.08 g of N-[(R)-1-(3-fluorophenyl)ethyl]-N-[(4-methoxyphenyl)-(3-nitrophenyl)methyl]amine [prepared as described in step (a) above], 18.84 g of nickel chloride hexahydrate, 6.0 g of sodium borohydride and 150 ml of methanol were reacted, to obtain 787 mg and 605 mg of isomer A and isomer B of the title compound, respectively, each as a pale yellowish oil. Reactants: Clc1nc[nH]n1, Cc1cc(-c2ccc(C(F)(F)F)cc2)nc(Cl)n1. The product is Cc1cc(-c2ccc(C(F)(F)F)cc2)nc(-n2cnc(Cl)n2)n1. Reaction SMILES: [Cl:19][c:20]1[n:21][nH:22][cH:23][n:24]1.[Cl:1][c:2]1[n:3][c:4](-[c:9]2[cH:10][cH:11][c:12]([C:15]([F:16])([F:17])[F:18])[cH:13][cH:14]2)[cH:5][c:6]([CH3:8])[n:7]1>>[c:2]1(-[n:22]2[n:21][c:20]([Cl:19])[n:24][cH:23]2)[n:3][c:4](-[c:9]2[cH:10][cH:11][c:12]([C:15]([F:16])([F:17])[F:18])[cH:13][cH:14]2)[cH:5][c:6]([CH3:8])[n:7]1.